From a dataset of the Open Reaction Database (ORD), a public repository of structured organic reaction records. describe an organic reaction: reactants, conditions, products, and yield Reactants: CCNCc1cccnc1, COc1ccc(CN2C(=O)C(C)(c3cc(C(=O)O)ccc3Cl)c3cc(Cl)ccc32)c(OC)c1. The product is CCN(Cc1cccnc1)C(=O)c1ccc(Cl)c(C2(C)C(=O)N(Cc3ccc(OC)cc3OC)c3ccc(Cl)cc32)c1. Reaction SMILES: [CH2:34]([CH3:35])[NH:36][CH2:37][c:38]1[cH:39][n:40][cH:41][cH:42][cH:43]1.[Cl:1][c:2]1[c:3]([C:11]2([CH3:33])[C:12](=[O:32])[N:13]([CH2:21][c:22]3[c:23]([O:30][CH3:31])[cH:24][c:25]([O:28][CH3:29])[cH:26][cH:27]3)[c:14]3[cH:15][cH:16][c:17]([Cl:20])[cH:18][c:19]32)[cH:4][c:5]([C:6](=[O:7])[OH:8])[cH:9][cH:10]1>>[Cl:1][c:2]1[c:3]([C:11]2([CH3:33])[C:12](=[O:32])[N:13]([CH2:21][c:22]3[c:23]([O:30][CH3:31])[cH:24][c:25]([O:28][CH3:29])[cH:26][cH:27]3)[c:14]3[cH:15][cH:16][c:17]([Cl:20])[cH:18][c:19]32)[cH:4][c:5]([C:6](=[O:7])[N:36]([CH2:34][CH3:35])[CH2:37][c:38]2[cH:39][n:40][cH:41][cH:42][cH:43]2)[cH:9][cH:10]1. Starting materials: O=C(O)c1ncc(Br)cn1, OB(O)c1ccccc1. Product: O=C(O)c1ncc(-c2ccccc2)cn1. Reaction SMILES: [Br:1][c:2]1[cH:3][n:4][c:5]([C:8](=[O:9])[OH:10])[n:6][cH:7]1.[OH:11][B:12]([OH:13])[c:14]1[cH:15][cH:16][cH:17][cH:18][cH:19]1>>[c:2]1(-[c:14]2[cH:15][cH:16][cH:17][cH:18][cH:19]2)[cH:3][n:4][c:5]([C:8](=[O:9])[OH:10])[n:6][cH:7]1. The reactants are [C@H]12N[C@@H](C[C@@H]2C1)CNC(=O)C1=C(N=C2SC=CN21)C (6-methyl-imidazo[2,1-b]thiazole-5-carboxylic acid [(1S,3S,5S)-2-aza-bicyclo[3.1.0]hex-3-ylmethyl]-amide), NC=1SC(=C(N1)C(=O)O)C1=CC(=CC=C1)F (2-amino-5-(3-fluoro-phenyl)-thiazole-4-carboxylic acid). Product: NC=1SC(=C(N1)C(=O)N1[C@H]2C[C@H]2C[C@H]1CNC(=O)C1=C(N=C2SC=CN21)C)C2=CC(=CC=C2)F (6-methyl-imidazo[2,1-b]thiazole-5-carboxylic acid {(1S,3S,5S)-2-[2-amino-5-(3-fluoro-phenyl)-thiazole-4-carbonyl]-2-aza-bicyclo[3.1.0]hex-3-ylmethyl}-amide). As a reaction SMILES: [C@H:1]12[CH2:6][C@H:5]1[CH2:4][C@@H:3]([CH2:7][NH:8][C:9]([C:11]1[N:18]3[C:14]([S:15][CH:16]=[CH:17]3)=[N:13][C:12]=1[CH3:19])=[O:10])[NH:2]2.[NH2:20][C:21]1[S:22][C:23]([C:29]2[CH:34]=[CH:33][CH:32]=[C:31]([F:35])[CH:30]=2)=[C:24]([C:26](O)=[O:27])[N:25]=1>>[NH2:20][C:21]1[S:22][C:23]([C:29]2[CH:34]=[CH:33][CH:32]=[C:31]([F:35])[CH:30]=2)=[C:24]([C:26]([N:2]2[C@H:3]([CH2:7][NH:8][C:9]([C:11]3[N:18]4[C:14]([S:15][CH:16]=[CH:17]4)=[N:13][C:12]=3[CH3:19])=[O:10])[CH2:4][C@H:5]3[C@@H:1]2[CH2:6]3)=[O:27])[N:25]=1. Reported procedure: prepared by reaction of 6-methyl-imidazo[2,1-b]thiazole-5-carboxylic acid [(1S,3S,5S)-2-aza-bicyclo[3.1.0]hex-3-ylmethyl]-amide with 2-amino-5-(3-fluoro-phenyl)-thiazole-4-carboxylic acid. LC-MS (basic): tR=1.21 min; [M+H]+=497.1. Reactants: ClC1=C2CCN(C(C2=C(C=C1)OC)C1(CCC1)C1=CC=CC=C1)C (5-chloro-8-methoxy-2-methyl-1-(1-phenylcyclobutyl)-1,2,3,4-tetrahydroisoquinoline), Br (hydrobromic acid). Run in C(C)(=O)O (acetic acid). Product: Br.ClC1=C2CCN(C(C2=C(C=C1)O)C1(CCC1)C1=CC=CC=C1)C (5-chloro-8-hydroxy-2-methyl-1-(1-phenylcyclobutyl)-1,2,3,4-tetrahydroisoquinoline hydrobromide). Reaction SMILES: [Cl:1][C:2]1[CH:11]=[CH:10][C:9]([O:12]C)=[C:8]2[C:3]=1[CH2:4][CH2:5][N:6]([CH3:24])[CH:7]2[C:14]1([C:18]2[CH:23]=[CH:22][CH:21]=[CH:20][CH:19]=2)[CH2:17][CH2:16][CH2:15]1.[BrH:25]>C(O)(=O)C>[BrH:25].[Cl:1][C:2]1[CH:11]=[CH:10][C:9]([OH:12])=[C:8]2[C:3]=1[CH2:4][CH2:5][N:6]([CH3:24])[CH:7]2[C:14]1([C:18]2[CH:23]=[CH:22][CH:21]=[CH:20][CH:19]=2)[CH2:15][CH2:16][CH2:17]1 |f:3.4|. Procedure: A mixture of 5-chloro-8-methoxy-2-methyl-1-(1-phenylcyclobutyl)-1,2,3,4-tetrahydroisoquinoline (5.5 g) prepared as described in Example MI5), 48% aqueous hydrobromic acid (50 ml) and glacial acetic acid (50 ml) was heated under reflux in a nitrogen atmosphere for 24 hours. The solvents were removed by evaporation The residue was decolourised with charcoal in methanol. The mixture was filtered and the solvent removed from the filtrate. The residue was dried by azeotropic distillation with propan-... The reactants are C(C)(=O)NC=1C(=C2CC(C(C2=CC1)=O)CC)Br (5-(acetylamino)-4-bromo-2-ethyl-1-indanone), C[O-].[Na+] (NaOMe), C(=C)C(=O)CC (ethyl vinyl ketone). Solvent: CO (MeOH), CO (MeOH). Reaction conditions: temperature 60 celsius. The product is NC=1C(=C2CC(C(C2=CC1)=O)(CCC(CC)=O)CC)Br (5-amino-4-bromo-2-ethyl-2-(3-oxopentyl)-1-indanone). Yield: 102.0%. As a reaction SMILES: C([NH:4][C:5]1[C:6]([Br:17])=[C:7]2[C:11](=[CH:12][CH:13]=1)[C:10](=[O:14])[CH:9]([CH2:15][CH3:16])[CH2:8]2)(=O)C.C[O-].[Na+].[CH:21]([C:23]([CH2:25][CH3:26])=[O:24])=[CH2:22]>CO>[NH2:4][C:5]1[C:6]([Br:17])=[C:7]2[C:11](=[CH:12][CH:13]=1)[C:10](=[O:14])[C:9]([CH2:15][CH3:16])([CH2:22][CH2:21][C:23](=[O:24])[CH2:25][CH3:26])[CH2:8]2 |f:1.2|. Reported procedure: A solution of 5-(acetylamino)-4-bromo-2-ethyl-1-indanone (1.0 g, 3.39 mmol) in MeOH (5.1 mL) was treated with 0.5M NaOMe in MeOH (3.4 mL, 1.7 mmol) and ethyl vinyl ketone (0.506 mL, 5.08 mmol). The mixture was stirred and heated at 60° C. for 4.5 hours, then evaporated under vacuum. The residue was partitioned between EtOAc (75 mL), brine (50 mL), and water (10 mL). The organic portion was dried over MgSO4, filtered, and evaporated under vacuum. The residue was added to a short column of silica ... Reactants: CN1CCC(c2cn(C(=O)c3ccccc3)c3ccc(Br)cc23)C1, CCCC[Sn](CCCC)(CCCC)C1CCC=CO1, Cc1ccccc1. The product is CN1CCC(c2cn(C(=O)c3ccccc3)c3ccc(C4CCC=CO4)cc23)C1. Reaction SMILES: [Br:20][c:21]1[cH:22][c:23]2[c:24]([CH:38]3[CH2:39][N:40]([CH3:43])[CH2:41][CH2:42]3)[cH:25][n:26]([C:30]([c:31]3[cH:32][cH:33][cH:34][cH:35][cH:36]3)=[O:37])[c:27]2[cH:28][cH:29]1.[CH2:1]([Sn:2]([CH2:3][CH2:4][CH2:5][CH3:12])([CH:6]1[O:7][CH:8]=[CH:9][CH2:10][CH2:11]1)[CH2:13][CH2:14][CH2:15][CH3:16])[CH2:17][CH2:18][CH3:19].[CH3:44][c:45]1[cH:46][cH:47][cH:48][cH:49][cH:50]1>>[CH:6]1([c:21]2[cH:22][c:23]3[c:24]([CH:38]4[CH2:39][N:40]([CH3:43])[CH2:41][CH2:42]4)[cH:25][n:26]([C:30]([c:31]4[cH:32][cH:33][cH:34][cH:35][cH:36]4)=[O:37])[c:27]3[cH:28][cH:29]2)[O:7][CH:8]=[CH:9][CH2:10][CH2:11]1.